This data is from the Open Reaction Database (ORD), a public repository of structured organic reaction records. The task is: describe an organic reaction: reactants, conditions, products, and yield Starting materials: OC=1C=C(C(=NC1)C(=O)OC)C (methyl 5-hydroxy-3-methylpicolinate), CC(C#CCO)(C)O (4-methylpent-2-yne-1,4-diol). Yields the product OC(C#CCOC=1C=C(C(=NC1)C(=O)OC)C)(C)C (methyl 5-((4-hydroxy-4-methylpent-2-yn-1-yl)oxy)-3-methylpicolinate). As a reaction SMILES: [OH:1][C:2]1[CH:3]=[C:4]([CH3:12])[C:5]([C:8]([O:10][CH3:11])=[O:9])=[N:6][CH:7]=1.[CH3:13][C:14]([OH:20])([CH3:19])[C:15]#[C:16][CH2:17]O>>[OH:20][C:14]([CH3:19])([CH3:13])[C:15]#[C:16][CH2:17][O:1][C:2]1[CH:3]=[C:4]([CH3:12])[C:5]([C:8]([O:10][CH3:11])=[O:9])=[N:6][CH:7]=1. Reported procedure: The title compound was synthesized analogously according to Method S starting from methyl 5-hydroxy-3-methylpicolinate and 4-methylpent-2-yne-1,4-diol. MS m/z=264 (M+H)+. Starting materials: CCCc1cc(Cl)nnc1C, ClCCl, [K+], [K+], O=C([O-])[O-], O=C(OO)c1cccc(Cl)c1. The product is CCCc1cc(Cl)n[n+]([O-])c1C. RXN SMILES: [Cl:1][c:2]1[cH:3][c:4]([CH2:9][CH2:10][CH3:11])[c:5]([CH3:8])[n:6][n:7]1.[Cl:29][CH2:30][Cl:31].[K+:23].[K+:24].[O-:25][C:26]([O-:27])=[O:28].[OH:12][O:13][C:14]([c:15]1[cH:16][c:17]([Cl:18])[cH:19][cH:20][cH:21]1)=[O:22]>>[Cl:1][c:2]1[cH:3][c:4]([CH2:9][CH2:10][CH3:11])[c:5]([CH3:8])[n+:6]([O-:12])[n:7]1. The reactants are CN=C=O (Methyl isocyanate), ClC1=CC2=C(N=C(S2)SC2=CC=C(N)C=C2)C=C1 (4-(6-chlorobenzothiazol-2-ylthio)-aniline). Solvent: N1=CC=CC=C1 (pyridine). The product is ClC1=CC2=C(N=C(S2)SC2=CC=C(C=C2)NC(=O)NC)C=C1 (N-[4-(6-chlorobenzothiazol-2-ylthio)phenyl]-N'-methylurea). The yield is 62.8%. RXN SMILES: [CH3:1][N:2]=[C:3]=[O:4].[Cl:5][C:6]1[CH:22]=[CH:21][C:9]2[N:10]=[C:11]([S:13][C:14]3[CH:20]=[CH:19][C:17]([NH2:18])=[CH:16][CH:15]=3)[S:12][C:8]=2[CH:7]=1>N1C=CC=CC=1>[Cl:5][C:6]1[CH:22]=[CH:21][C:9]2[N:10]=[C:11]([S:13][C:14]3[CH:20]=[CH:19][C:17]([NH:18][C:3]([NH:2][CH3:1])=[O:4])=[CH:16][CH:15]=3)[S:12][C:8]=2[CH:7]=1. Procedure: Methyl isocyanate (0.41 g) was added to a solution of 4-(6-chlorobenzothiazol-2-ylthio)-aniline (2.0 g) in pyridine (20 ml), with stirring. The mixture was stirred at room temperature for 12 hours and evaporated to dryness. The residue was dissolved in a minimal volume of boiling ethanol and the solution was cooled in a refrigerator. The resulting solid substance was collected by filtration and dried to give N-[4-(6-chlorobenzothiazol-2-ylthio)phenyl]-N'-methylurea (1.5 g), which had a melting p...